From a dataset of the Open Reaction Database (ORD), a public repository of structured organic reaction records. describe an organic reaction: reactants, conditions, products, and yield The reactants are O=C(Cl)c1ccccc1, CNc1ccccc1CCCC(=O)O, Cl, [Na+], [OH-], O. Yields the product CN(C(=O)c1ccccc1)c1ccccc1CCCC(=O)O. Reaction SMILES: [C:16]([c:17]1[cH:18][cH:19][cH:20][cH:21][cH:22]1)(=[O:23])[Cl:24].[CH3:1][NH:2][c:3]1[c:4]([CH2:9][CH2:10][CH2:11][C:12](=[O:13])[OH:14])[cH:5][cH:6][cH:7][cH:8]1.[ClH:15].[Na+:26].[OH-:25].[OH2:27]>>[CH3:1][N:2]([c:3]1[c:4]([CH2:9][CH2:10][CH2:11][C:12](=[O:13])[OH:14])[cH:5][cH:6][cH:7][cH:8]1)[C:16]([c:17]1[cH:18][cH:19][cH:20][cH:21][cH:22]1)=[O:23]. Starting materials: Cl.C1NCC12OCCC2 (5-oxa-2-azaspiro[3.4]octane hydrochloride), CN(C)C(=[N+](C)C)ON1C2=C(C=CC=C2)N=N1.[B-](F)(F)(F)F (TBTU), CCN(C(C)C)C(C)C (DIEA), C1(CC1)COC1=C(C=CC(=N1)C(=O)O)N1CC(C1)(F)F (6-cyclopropylmethoxy-5-(3,3-difluoro-azetidin-1-yl)-pyridine-2-carboxylic acid). The product is C1(CC1)COC1=C(C=CC(=N1)C(=O)N1CC2(C1)OCCC2)N2CC(C2)(F)F ([6-Cyclopropylmethoxy-5-(3,3-difluoro-azetidin-1-yl)-pyridin-2-yl]-(5-oxa-2-aza-spiro[3.4]oct-2-yl)-methanone). RXN SMILES: [CH:1]1([CH2:4][O:5][C:6]2[N:11]=[C:10]([C:12]([OH:14])=O)[CH:9]=[CH:8][C:7]=2[N:15]2[CH2:18][C:17]([F:20])([F:19])[CH2:16]2)[CH2:3][CH2:2]1.Cl.[CH2:22]1[C:25]2([CH2:29][CH2:28][CH2:27][O:26]2)[CH2:24][NH:23]1.CN(C(ON1N=NC2C=CC=CC1=2)=[N+](C)C)C.[B-](F)(F)(F)F.CCN(C(C)C)C(C)C>>[CH:1]1([CH2:4][O:5][C:6]2[N:11]=[C:10]([C:12]([N:23]3[CH2:22][C:25]4([CH2:29][CH2:28][CH2:27][O:26]4)[CH2:24]3)=[O:14])[CH:9]=[CH:8][C:7]=2[N:15]2[CH2:18][C:17]([F:20])([F:19])[CH2:16]2)[CH2:2][CH2:3]1 |f:1.2,3.4|. Procedure: In analogy to the procedure described in Example 47 b), 6-cyclopropylmethoxy-5-(3,3-difluoro-azetidin-1-yl)-pyridine-2-carboxylic acid (Example 1 b)) was reacted with 5-oxa-2-azaspiro[3.4]octane hydrochloride (1359656-11-3) in the presence of TBTU and DIEA to obtain the title compound as colorless oil; MS (EI): m/e=380.5 [MH+]. Reactants: C(C)(=O)OC1=C(C=C(C=C1)/C=C/C(=O)O)OC (trans-3-[4-acetyloxy-3-methoxyphenyl]-2-propenoic acid), C(C(=O)Cl)(=O)Cl (oxalyl chloride). The solvent is C1(=CC=CC=C1)C (toluene), CN(C=O)C (dimethylformamide). Conditions: temperature 0 celsius, time 1 hour. Yields the product C(C)(=O)OC1=C(C=C(C=C1)/C=C/C(=O)Cl)OC (Trans-3-[4-acetyloxy-3-methoxyphenyl]-2-propenoyl chloride). Reaction SMILES: [C:1]([O:4][C:5]1[CH:10]=[CH:9][C:8](/[CH:11]=[CH:12]/[C:13](O)=[O:14])=[CH:7][C:6]=1[O:16][CH3:17])(=[O:3])[CH3:2].C(Cl)(=O)C([Cl:21])=O>C1(C)C=CC=CC=1.CN(C)C=O>[C:1]([O:4][C:5]1[CH:10]=[CH:9][C:8](/[CH:11]=[CH:12]/[C:13]([Cl:21])=[O:14])=[CH:7][C:6]=1[O:16][CH3:17])(=[O:3])[CH3:2]. Procedure: To a suspension of trans-3-[4-acetyloxy-3-methoxyphenyl]-2-propenoic acid (4 g, 16.93 mmoles) in toluene (70 ml) and dimethylformamide (10 ml) cooled in an ice bath, oxalyl chloride (4.30 g, 33.87 mmoles) is dropped. The mixture is maintained under stirring at 0° C. for 1 hour then the temperature is let reach the room value and it is left for 2 hours. The solvent is removed at reduced pressure and the raw product is used without further purification. Reactants: BrC1=C(C=C(C(=O)O)C=C1)I (4-bromo-3-iodobenzoic acid), FC(OC1=CC=C(N)C=C1)(F)F (4-(trifluoromethoxy)aniline). Product: BrC1=C(C=C(C(=O)NC2=CC=C(C=C2)OC(F)(F)F)C=C1)I (4-Bromo-3-iodo-N-(4-(trifluoromethoxy)phenyl)-benzamide). As a reaction SMILES: [Br:1][C:2]1[CH:10]=[CH:9][C:5]([C:6]([OH:8])=O)=[CH:4][C:3]=1[I:11].[F:12][C:13]([F:23])([F:22])[O:14][C:15]1[CH:21]=[CH:20][C:18]([NH2:19])=[CH:17][CH:16]=1>>[Br:1][C:2]1[CH:10]=[CH:9][C:5]([C:6]([NH:19][C:18]2[CH:20]=[CH:21][C:15]([O:14][C:13]([F:12])([F:22])[F:23])=[CH:16][CH:17]=2)=[O:8])=[CH:4][C:3]=1[I:11]. Procedure: The title compound was prepared in an analogous fashion to that described in Stage 1.2 using 4-bromo-3-iodobenzoic acid and 4-(trifluoromethoxy)aniline to afford a white solid. UPLC-MS (condition 1) tR=3.64 min, m/z=485.7 [M+H]+, m/z=483.8 [M−H]−; Br pattern. 1H-NMR (400 MHz, DMSO-d6) δ ppm 7.38 (d, J=8.3 Hz, 2H) 7.82-7.93 (m, 4H) 8.47 (d, J=1.7 Hz, 1H) 10.52 (s, 1H). RXN SMILES: [Cl:29][CH2:30][Cl:31].[NH2:1][c:2]1[s:3][c:4]([S:7][c:8]2[n:9][cH:10][c:11]([C:14]([F:15])([F:16])[F:17])[cH:12][cH:13]2)[cH:5][n:6]1.[OH:18][O:19][C:20]([c:21]1[cH:22][c:23]([Cl:24])[cH:25][cH:26][cH:27]1)=[O:28]>>[NH2:1][c:2]1[s:3][c:4]([S:7]([c:8]2[n:9][cH:10][c:11]([C:14]([F:15])([F:16])[F:17])[cH:12][cH:13]2)=[O:18])[cH:5][n:6]1. Yields the product Nc1ncc(S(=O)c2ccc(C(F)(F)F)cn2)s1. The reactants are ClCCl, Nc1ncc(Sc2ccc(C(F)(F)F)cn2)s1, O=C(OO)c1cccc(Cl)c1. Product: O=C1c2cccc(Br)c2CCC1Br. Starting materials: O=C1c2cccc(Br)c2CCC1(Br)Br, O. As a reaction SMILES: [Br:1][C:2]1([Br:14])[C:3](=[O:13])[c:4]2[cH:5][cH:6][cH:7][c:8]([Br:12])[c:9]2[CH2:10][CH2:11]1.[OH2:15]>>[Br:1][CH:2]1[C:3](=[O:13])[c:4]2[cH:5][cH:6][cH:7][c:8]([Br:12])[c:9]2[CH2:10][CH2:11]1. Starting materials: c1ccc(CC2CCNCC2)cc1, CCOCC, O=C(CCl)Nc1ccc2[nH]cnc2c1. Yields the product O=C(CN1CCC(Cc2ccccc2)CC1)Nc1ccc2[nH]cnc2c1. As a reaction SMILES: [CH2:15]([c:16]1[cH:17][cH:18][cH:19][cH:20][cH:21]1)[CH:22]1[CH2:23][CH2:24][NH:25][CH2:26][CH2:27]1.[CH2:28]([O:29][CH2:30][CH3:31])[CH3:32].[Cl:1][CH2:2][C:3](=[O:4])[NH:5][c:6]1[cH:7][c:8]2[c:9]([nH:10][cH:11][n:12]2)[cH:13][cH:14]1>>[CH2:2]([C:3](=[O:4])[NH:5][c:6]1[cH:7][c:8]2[c:9]([nH:10][cH:11][n:12]2)[cH:13][cH:14]1)[N:25]1[CH2:24][CH2:23][CH:22]([CH2:15][c:16]2[cH:17][cH:18][cH:19][cH:20][cH:21]2)[CH2:27][CH2:26]1. Starting materials: CN(C=O)C (N,N-dimethylformamide), FC1=CC=C(C=C1)O (4-fluorophenol), FC1=CC=C(C=O)C=C1 (4-fluorobenzaldehyde), C([O-])([O-])=O.[K+].[K+] (potassium carbonate). The solvent is O (water). Conditions: temperature 80 celsius, time 21 hour. Yields the product FC1=CC=C(OC2=CC=C(C=O)C=C2)C=C1 (4-(4-Fluoro-phenoxy)-benzaldehyde). The yield is 94.8%. As a reaction SMILES: CN(C)C=O.[F:6][C:7]1[CH:12]=[CH:11][C:10]([OH:13])=[CH:9][CH:8]=1.F[C:15]1[CH:22]=[CH:21][C:18]([CH:19]=[O:20])=[CH:17][CH:16]=1.C(=O)([O-])[O-].[K+].[K+]>O>[F:6][C:7]1[CH:12]=[CH:11][C:10]([O:13][C:15]2[CH:22]=[CH:21][C:18]([CH:19]=[O:20])=[CH:17][CH:16]=2)=[CH:9][CH:8]=1 |f:3.4.5|. Procedure: To an N,N-dimethylformamide (40.0 mL) solution of 4-fluorophenol (5.00 g, 44.6 mmol) and 4-fluorobenzaldehyde (4.00 mg, 32.2 mmol) was added potassium carbonate (13.4 g, 96.6 mmol), which was stirred for 21 hours at 80° C. The reaction solution was then cooled to room temperature, water was added thereto, and the reaction solution was extracted with ethyl acetate. The organic layer was washed with saturated aqueous sodium chloride, and the solvent was evaporated under a reduced pressure. The res...